Dataset: the Open Reaction Database (ORD), a public repository of structured organic reaction records. Task: describe an organic reaction: reactants, conditions, products, and yield RXN SMILES: [Cl:3][c:4]1[c:5]([C:6](=[O:7])[NH:8][c:9]2[cH:10][cH:11][cH:12][c:13]3[c:14]4[c:15]([o:16][c:17]23)[CH2:18][CH2:19][S:20][CH2:21]4)[c:22]([Cl:26])[cH:23][cH:24][cH:25]1.[OH2:27].[OH:1][OH:2].[OH:28][C:29]([C:30]([F:31])([F:32])[F:33])=[O:34]>>[O:1]=[S:20]1[CH2:19][CH2:18][c:15]2[c:14]([c:13]3[cH:12][cH:11][cH:10][c:9]([NH:8][C:6]([c:5]4[c:4]([Cl:3])[cH:25][cH:24][cH:23][c:22]4[Cl:26])=[O:7])[c:17]3[o:16]2)[CH2:21]1. Starting materials: O=C(Nc1cccc2c3c(oc12)CCSC3)c1c(Cl)cccc1Cl, O, OO, O=C(O)C(F)(F)F. Yields the product O=C(Nc1cccc2c3c(oc12)CCS(=O)C3)c1c(Cl)cccc1Cl. The reactants are C(=O)(OC(C)(C)C)N[C@H]([C@H](O)C)C(=O)O (N-Boc-D-allo-threonine), CC(C)C=1C=C(C(=CC1)N)N (4-(1-methylethyl)-1,2-benzenediamine). The product is N[C@H]([C@@H](C)O)C1=NC2=C(N1)C=CC(=C2)C(C)C ((1S,2R)-1-Amino-1-[5-(propan-2-yl)-1H-benzimidazol-2-yl]propan-2-ol). RXN SMILES: C([NH:8][C@@H:9]([C:13](O)=O)[C@@H:10]([CH3:12])[OH:11])(OC(C)(C)C)=O.[CH3:16][CH:17]([C:19]1[CH:20]=[C:21]([NH2:26])[C:22]([NH2:25])=[CH:23][CH:24]=1)[CH3:18]>>[NH2:8][C@@H:9]([C:13]1[NH:25][C:22]2[CH:23]=[CH:24][C:19]([CH:17]([CH3:18])[CH3:16])=[CH:20][C:21]=2[N:26]=1)[C@H:10]([OH:11])[CH3:12]. Procedure details: The title compound was prepared according to Method 4 using N-Boc-D-allo-threonine (Preparation 55) and 4-(1-methylethyl)-1,2-benzenediamine. The residue was purified using preparative HPLC using the following conditions: The reactants are BrC=1C=C(C(=O)OC)C=C(C1)OC=1C=NC=NC1 (Methyl 3-bromo-5-(pyrimidin-5-yloxy)benzoate), C1(=CC=CC=C1)P(C1=CC=CC=C1)C1=CC=CC=C1 (triphenylphosphine), CN(C)C=O (DMF). The reagents and catalysts are [C-]#N.[Zn+2].[C-]#N (zinc cyanide), C(C)(=O)[O-].[Pd+2].C(C)(=O)[O-] (palladium(II) acetate). Conditions: time 2 hour. The product is C(#N)C=1C=C(C(=O)OC)C=C(C1)OC=1C=NC=NC1 (methyl 3-cyano-5-(pyrimidin-5-yloxy)benzoate). The yield is 32.0%. RXN SMILES: C1(P(C2C=CC=CC=2)C2C=CC=CC=2)C=CC=CC=1.Br[C:21]1[CH:22]=[C:23]([CH:28]=[C:29]([O:31][C:32]2[CH:33]=[N:34][CH:35]=[N:36][CH:37]=2)[CH:30]=1)[C:24]([O:26][CH3:27])=[O:25].[CH3:38][N:39](C=O)C>C([O-])(=O)C.[Pd+2].C([O-])(=O)C.[C-]#N.[Zn+2].[C-]#N>[C:38]([C:21]1[CH:22]=[C:23]([CH:28]=[C:29]([O:31][C:32]2[CH:33]=[N:34][CH:35]=[N:36][CH:37]=2)[CH:30]=1)[C:24]([O:26][CH3:27])=[O:25])#[N:39] |f:3.4.5,6.7.8|. Reported procedure: A mixture of polymer-bound triphenylphosphine (18 mg, 0.047 mmol, 0.15 eq) and palladium(II) acetate (5.0 mg, 0.022 mmol, 0.07 eq) in DMF (1.0 mL) stirred under argon at rt for 2 h. The supernatant DMF was removed, and fresh DMF (1.0 mL) was added. Methyl 3-bromo-5-(pyrimidin-5-yloxy)benzoate (96 mg, 0.31 mmol, 1.0 eq) and zinc cyanide (37 mg, 0.31 mmol, 1.0 eq) were added, and the vial was subjected to microwave irradiation at 150° C. for 25 minutes. The resin was washed with ether, and the col... The reactants are C([O-])([O-])=O.[Na+].[Na+] (Sodium carbonate), FC1=NC=CC(=C1)B(O)O (2-fluoropyridin-4-ylboronic acid), BrC1=CC(=NC=C1)NC1CCOCC1 (4-bromo-N-(tetrahydro-2H-pyran-4-yl)pyridin-2-amine), O1CCOCC1.O (dioxane water). Reagents/catalysts: C1=CC=C(C=C1)P([C-]2C=CC=C2)C3=CC=CC=C3.C1=CC=C(C=C1)P([C-]2C=CC=C2)C3=CC=CC=C3.Cl[Pd]Cl.[Fe+2] (PdCl2(dppf)). Run in O (water). Reaction conditions: temperature 80 celsius, time 6 hour. The product is FC1=NC=CC(=C1)C1=CC(=NC=C1)NC1CCOCC1 (2′-fluoro-N-(tetrahydro-2H-pyran-4-yl)-4,4′-bipyridin-2-amine). Isolated yield 75.2%. As a reaction SMILES: C(=O)([O-])[O-].[Na+].[Na+].[F:7][C:8]1[CH:13]=[C:12](B(O)O)[CH:11]=[CH:10][N:9]=1.Br[C:18]1[CH:23]=[CH:22][N:21]=[C:20]([NH:24][CH:25]2[CH2:30][CH2:29][O:28][CH2:27][CH2:26]2)[CH:19]=1.O1CCOCC1.O>O.C1C=CC(P(C2C=CC=CC=2)[C-]2C=CC=C2)=CC=1.C1C=CC(P(C2C=CC=CC=2)[C-]2C=CC=C2)=CC=1.Cl[Pd]Cl.[Fe+2]>[F:7][C:8]1[CH:13]=[C:12]([C:18]2[CH:23]=[CH:22][N:21]=[C:20]([NH:24][CH:25]3[CH2:30][CH2:29][O:28][CH2:27][CH2:26]3)[CH:19]=2)[CH:11]=[CH:10][N:9]=1 |f:0.1.2,5.6,8.9.10.11|. Procedure details: Sodium carbonate (0.989 g, 9.33 mmol) was added to 2-fluoropyridin-4-ylboronic acid (0.570 g, 4.04 mmol) and 4-bromo-N-(tetrahydro-2H-pyran-4-yl)pyridin-2-amine (0.80 g, 3.11 mmol) in 4:1 dioxane/water (25 mL), and the suspension was purged with nitrogen. PdCl2(dppf)*DCM (0.127 g, 0.156 mmol) was added, and the mixture was heated at 80° C. under nitrogen. After agitating for 6 hours, the reaction mixture was cooled, diluted with water and extracted with ethyl acetate (2×). The extract was washed... Reactants: C(=O)(O)[O-].[Na+] (NaHCO3), FC1=CC=C(C=C1)NC1CCN(CC1)C(CC1=CC=C(C=O)C=C1)=O (4-(2-{4-[(4-Fluorophenyl)amino]-1-piperidinyl}-2-oxoethyl)benzaldehyde), C[C@H]1N([C@H](CNC1)C)C(=O)OC(C)(C)C (1,1-dimethylethyl (2R,6S)-2,6-dimethyl-1-piperazinecarboxylate), C(C)(=O)O[BH-](OC(C)=O)OC(C)=O.[Na+] (Sodium tri(acetoxy)borohydride). Run in ClCCCl (1,2-DCE). Reaction conditions: time 5 minute. Product: FC1=CC=C(C=C1)NC1CCN(CC1)C(CC1=CC=C(C=C1)CN1C[C@H](N([C@H](C1)C)C(=O)OC(C)(C)C)C)=O (1,1-dimethylethyl (2R,6S)-4-{[4-(2-{4-[(4-fluorophenyl)amino]-1-piperidinyl}-2-oxoethyl)phenyl]methyl}-2,6-dimethyl-1-piperazinecarboxylate). Yield: 60.6%. RXN SMILES: [F:1][C:2]1[CH:7]=[CH:6][C:5]([NH:8][CH:9]2[CH2:14][CH2:13][N:12]([C:15](=[O:25])[CH2:16][C:17]3[CH:24]=[CH:23][C:20]([CH:21]=O)=[CH:19][CH:18]=3)[CH2:11][CH2:10]2)=[CH:4][CH:3]=1.[CH3:26][C@@H:27]1[CH2:32][NH:31][CH2:30][C@H:29]([CH3:33])[N:28]1[C:34]([O:36][C:37]([CH3:40])([CH3:39])[CH3:38])=[O:35].C(O[BH-](OC(=O)C)OC(=O)C)(=O)C.[Na+].C([O-])(O)=O.[Na+]>ClCCCl>[F:1][C:2]1[CH:3]=[CH:4][C:5]([NH:8][CH:9]2[CH2:10][CH2:11][N:12]([C:15](=[O:25])[CH2:16][C:17]3[CH:18]=[CH:19][C:20]([CH2:21][N:31]4[CH2:32][C@H:27]([CH3:26])[N:28]([C:34]([O:36][C:37]([CH3:38])([CH3:40])[CH3:39])=[O:35])[C@H:29]([CH3:33])[CH2:30]4)=[CH:23][CH:24]=3)[CH2:13][CH2:14]2)=[CH:6][CH:7]=1 |f:2.3,4.5|. Reported procedure: A mixture of D4 (149 mg, 0.438 mmol) and 1,1-dimethylethyl (2R,6S)-2,6-dimethyl-1-piperazinecarboxylate (94 mg, 0.438 mmol) in 1,2-DCE (3 ml) was stirred for 5 mins at room temperature. Sodium tri(acetoxy)borohydride (139 mg, 0.66 mmol) was added and the mixture was stirred for 3 h then saturated aq. NaHCO3 solution was added. The mixture was stirred for 15 mins then extracted with EtOAc. The combined extracts were dried (Na2SO4) and concentrated in vacuo to give the crude product which was puri... Starting materials: IC=1C(=NN(C1C)[C@@H]1CC[C@H](CC1)C(=O)OCC)C (ethyl trans-4-(4-iodo-3,5-dimethyl-1H-pyrazol-1-yl)cyclohexane-carboxylate), C1CCOC1 (THF), C(C)(C)[Mg]Cl (isopropylmagnesium chloride), C1CCOC1 (THF), COB1OC(C(O1)(C)C)(C)C (2-Methoxy-4,4,5,5-tetramethyl-1,3,2-dioxaborolane). Run at time 30 minute. Yields the product CC1=NN(C(=C1B1OC(C(O1)(C)C)(C)C)C)[C@@H]1CC[C@H](CC1)C(=O)OCC (Ethyl trans-4-[3,5-dimethyl-4-(4,4,5,5-tetramethyl-1,3,2-dioxaborolan-2-yl)-1H-pyrazol-1-yl]cyclohexanecarboxylate). Reaction SMILES: I[C:2]1[C:3]([CH3:19])=[N:4][N:5]([C@H:8]2[CH2:13][CH2:12][C@H:11]([C:14]([O:16][CH2:17][CH3:18])=[O:15])[CH2:10][CH2:9]2)[C:6]=1[CH3:7].C1COCC1.C([Mg]Cl)(C)C.CO[B:32]1[O:36][C:35]([CH3:38])([CH3:37])[C:34]([CH3:40])([CH3:39])[O:33]1>>[CH3:19][C:3]1[C:2]([B:32]2[O:36][C:35]([CH3:38])([CH3:37])[C:34]([CH3:40])([CH3:39])[O:33]2)=[C:6]([CH3:7])[N:5]([C@H:8]2[CH2:13][CH2:12][C@H:11]([C:14]([O:16][CH2:17][CH3:18])=[O:15])[CH2:10][CH2:9]2)[N:4]=1. Procedure: To a solution of ethyl trans-4-(4-iodo-3,5-dimethyl-1H-pyrazol-1-yl)cyclohexane-carboxylate (100.0 mg, 0.2658 mmol) in THF (5 mL, 60 mmol) was added 2 M isopropylmagnesium chloride in THF (0.5316 mL, 1.063 mmol) at rt, and the mixture was stirred for 30 min. 2-Methoxy-4,4,5,5-tetramethyl-1,3,2-dioxaborolane (0.2178 mL, 1.329 mmol) was added, and the mixture stirred at rt overnight. The reaction was quenched with sat. NH4Cl, and the organic solvent was removed in vacuo. The material was extracted... Reactants: C1CCOC1, NC(Cc1c[nH]c2ccccc12)C(=O)O. The product is NC(CO)Cc1c[nH]c2ccccc12. Reaction SMILES: [CH2:16]1[O:17][CH2:18][CH2:19][CH2:20]1.[NH2:1][CH:2]([CH2:3][c:4]1[cH:5][nH:6][c:7]2[cH:8][cH:9][cH:10][cH:11][c:12]12)[C:13](=[O:14])[OH:15]>>[NH2:1][CH:2]([CH2:3][c:4]1[cH:5][nH:6][c:7]2[cH:8][cH:9][cH:10][cH:11][c:12]12)[CH2:13][OH:14].